This data is from the Open Reaction Database (ORD), a public repository of structured organic reaction records. The task is: describe an organic reaction: reactants, conditions, products, and yield The reactants are O=C(O)c1[nH]cnc1Br, ClCCCl, O=C(O)C(F)(F)F, N#Cc1cc(Oc2c(Cl)ccc(CN)c2F)cc(C(F)F)c1, CN(C)C=O, On1nnc2ccccc21. Yields the product N#Cc1cc(Oc2c(Cl)ccc(CNC(=O)c3[nH]cnc3Br)c2F)cc(C(F)F)c1. RXN SMILES: [Br:30][c:31]1[n:32][cH:33][nH:34][c:35]1[C:36](=[O:37])[OH:38].[CH2:49]([Cl:50])[CH2:51][Cl:52].[F:1][C:2]([F:3])([F:4])[C:5]([OH:6])=[O:7].[NH2:8][CH2:9][c:10]1[c:11]([F:29])[c:12]([O:17][c:18]2[cH:19][c:20]([C:21]#[N:22])[cH:23][c:24]([CH:26]([F:27])[F:28])[cH:25]2)[c:13]([Cl:16])[cH:14][cH:15]1.[O:53]=[CH:54][N:55]([CH3:56])[CH3:57].[OH:39][n:40]1[c:41]2[c:42]([cH:43][cH:44][cH:45][cH:46]2)[n:47][n:48]1>>[NH:8]([CH2:9][c:10]1[c:11]([F:29])[c:12]([O:17][c:18]2[cH:19][c:20]([C:21]#[N:22])[cH:23][c:24]([CH:26]([F:27])[F:28])[cH:25]2)[c:13]([Cl:16])[cH:14][cH:15]1)[C:36]([c:35]1[c:31]([Br:30])[n:32][cH:33][nH:34]1)=[O:37]. Starting materials: CNC(C)C, ClCCl, O=C(CBr)Oc1ccc([N+](=O)[O-])cc1[N+](=O)[O-]. Yields the product CC(C)N(C)C(=O)CBr. RXN SMILES: [CH:1]([CH3:2])([CH3:3])[NH:4][CH3:5].[Cl:23][CH2:24][Cl:25].[N+:6]([c:7]1[cH:8][c:9]([N+:10]([O-:11])=[O:12])[cH:13][cH:14][c:15]1[O:16][C:19]([CH2:20][Br:21])=[O:22])([O-:17])=[O:18]>>[CH:1]([CH3:2])([CH3:3])[N:4]([CH3:5])[C:19]([CH2:20][Br:21])=[O:22]. Reactants: C(=O)(N1C=NC=C1)N1C=NC=C1 (carbonyldiimidazole), N (ammonia), C1(=CC=C(C=C1)S(=O)(=O)Cl)C (p-toluenesulphonic acid chloride), C(C)OC1=C(C=CC(=C1)CC(=O)NC(CCC)C1=C(C=CC=C1)N1CCCCC1)CCC(=O)N (3-[2-ethoxy-4-[N-(1-(2-piperidino-phenyl)-1-butyl)-aminocarbonylmethyl]-phenyl]-propionic acid amide), C(CC)(=O)O (propionic acid), N (ammonia). Solvent: O (water), N1=CC=CC=C1 (pyridine), O1CCCC1 (tetrahydrofuran). Conditions: temperature 20 celsius, time 2 hour. Yields the product C(C)OC1=C(C=CC(=C1)CC(=O)NC(CCC)C1=C(C=CC=C1)N1CCCCC1)CCC#N (3-[2-Ethoxy-4-[N-(1-(2-piperidino-phenyl)-1-butyl)-aminocarbonylmethyl]-phenyl]-propionitrile). As a reaction SMILES: C1(C)C=CC(S(Cl)(=O)=O)=CC=1.[CH2:12]([O:14][C:15]1[CH:20]=[C:19]([CH2:21][C:22]([NH:24][CH:25]([C:29]2[CH:34]=[CH:33][CH:32]=[CH:31][C:30]=2[N:35]2[CH2:40][CH2:39][CH2:38][CH2:37][CH2:36]2)[CH2:26][CH2:27][CH3:28])=[O:23])[CH:18]=[CH:17][C:16]=1[CH2:41][CH2:42][C:43]([NH2:45])=O)[CH3:13].C(O)(=O)CC.C(N1C=CN=C1)(N1C=CN=C1)=O.N>O1CCCC1.O.N1C=CC=CC=1>[CH2:12]([O:14][C:15]1[CH:20]=[C:19]([CH2:21][C:22]([NH:24][CH:25]([C:29]2[CH:34]=[CH:33][CH:32]=[CH:31][C:30]=2[N:35]2[CH2:40][CH2:39][CH2:38][CH2:37][CH2:36]2)[CH2:26][CH2:27][CH3:28])=[O:23])[CH:18]=[CH:17][C:16]=1[CH2:41][CH2:42][C:43]#[N:45])[CH3:13]. Procedure: At ambient temperature, p-toluenesulphonic acid chloride (45.8 mg, 0.24 mmol) is added to a mixture of 3-[2-ethoxy-4-[N-(1-(2-piperidino-phenyl)-1-butyl)-aminocarbonylmethyl]-phenyl]-propionic acid amide, (56 mg, 0.12 mmol) melting point 153°-155° C. [prepared from the corresponding propionic acid by reacting with carbonyldiimidazole and then with ammonia in tetrahydrofuran] and absolute pyridine (0.044 ml). The mixture is stirred for 45 minutes at 20° C. and for 2 hours at 50° to 60° C. After c... Starting materials: Brc1cnc(Br)s1, CNCCN, CC(C)O, Cl[Cu], [Cu]. The product is CN(CCN)c1ncc(Br)s1. RXN SMILES: [Br:1][c:2]1[s:3][c:4]([Br:7])[cH:5][n:6]1.[CH3:8][NH:9][CH2:10][CH2:11][NH2:12].[CH:13]([OH:14])([CH3:15])[CH3:16].[Cl:18][Cu:19].[Cu:17]>>[c:2]1([N:9]([CH3:8])[CH2:10][CH2:11][NH2:12])[s:3][c:4]([Br:7])[cH:5][n:6]1. Reactants: C(C)(C)(C)OC(NCC1=C(C=CC(=C1)[N+](=O)[O-])C#N)=O ((2-cyano-5-nitrobenzyl)carbamic acid t-butyl ester), C(C)O (ethanol), [Cl-].[NH4+] (ammonium chloride). Reagents/catalysts: [Fe] (iron). Run in O (water). Yields the product C(C)(C)(C)OC(NCC1=C(C=CC(=C1)N)C#N)=O ((5-Amino-2-cyanobenzyl)carbamic acid t-butyl ester). Isolated yield 92.4%. Reaction SMILES: [C:1]([O:5][C:6](=[O:20])[NH:7][CH2:8][C:9]1[CH:14]=[C:13]([N+:15]([O-])=O)[CH:12]=[CH:11][C:10]=1[C:18]#[N:19])([CH3:4])([CH3:3])[CH3:2].C(O)C.[Cl-].[NH4+]>[Fe].O>[C:1]([O:5][C:6](=[O:20])[NH:7][CH2:8][C:9]1[CH:14]=[C:13]([NH2:15])[CH:12]=[CH:11][C:10]=1[C:18]#[N:19])([CH3:4])([CH3:2])[CH3:3] |f:2.3|. Procedure: To a mixture of (2-cyano-5-nitrobenzyl)carbamic acid t-butyl ester (2.39 g) and ethanol (180 mL) there were added water (12 mL), saturated aqueous ammonium chloride (5 mL) and iron powder (2.02 g), under a nitrogen atmosphere. The mixture was heated to reflux for 2 hours and then filtered through Celite to obtain a filtrate, and the solvent in the filtrate was distilled off under reduced pressure to obtain a residue. The Celite and filtered substance were washed with ethyl acetate (400 mL) and w... Starting materials: C12C(C3CC(CC(C1)C3)C2)N2NC(C2=O)(C)C (2-(Adamantan-2-yl)-4,4-dimethyl-1,2-diazetidin-3-one), ClC1=C(CBr)C=CC=C1 (2-chlorobenzyl bromide). Yields the product ClC1=C(CN2N(C(C2(C)C)=O)C2C3CC4CC(CC2C4)C3)C=CC=C1 (1-(2-chlorobenzyl)-4,4-dimethyl-2-(adamantan-2-yl)-1,2-diazetidin-3-one). RXN SMILES: [CH:1]12[CH2:10][CH:5]3[CH2:6][CH:7]([CH2:9][CH:3]([CH2:4]3)[CH:2]1[N:11]1[C:14](=[O:15])[C:13]([CH3:17])([CH3:16])[NH:12]1)[CH2:8]2.[Cl:18][C:19]1[CH:26]=[CH:25][CH:24]=[CH:23][C:20]=1[CH2:21]Br>>[Cl:18][C:19]1[CH:26]=[CH:25][CH:24]=[CH:23][C:20]=1[CH2:21][N:12]1[C:13]([CH3:17])([CH3:16])[C:14](=[O:15])[N:11]1[CH:2]1[CH:3]2[CH2:4][CH:5]3[CH2:6][CH:7]([CH2:8][CH:1]1[CH2:10]3)[CH2:9]2. Procedure: 2-(Adamantan-2-yl)-4,4-dimethyl-1,2-diazetidin-3-one and 2-chlorobenzyl bromide were used for a similar reaction and treatment as Process 6 of Example 1, and the title compound was obtained as a white crystalline powder. As a reaction SMILES: S([O-])(O[O-])(=O)=[O:2].[K+].[K+].OOS([O-])=O.[K+].[CH3:15][S:16][C:17]1[CH:22]=[CH:21][C:20]([OH:23])=[CH:19][CH:18]=1.[OH2:24]>CO>[CH3:15][S:16]([C:17]1[CH:22]=[CH:21][C:20]([OH:23])=[CH:19][CH:18]=1)(=[O:2])=[O:24] |f:0.1.2,3.4|. Yields the product CS(=O)(=O)C1=CC=C(C=C1)O (4-methylsulphonylphenol). Solvent: CO (methanol). Starting materials: CSC1=CC=C(C=C1)O (4-methylmercaptophenol), O (Water), S(=O)(=O)(O[O-])[O-].[K+].[K+] (potassium peroxymonosulphate), OOS(=O)[O-].[K+] (OXONE), O (water). Procedure details: A suspension of potassium peroxymonosulphate (120 g) in the form of OXONE (Trademark) in water (100 ml) was slowly added to a solution of 4-methylmercaptophenol (15 g) in methanol (50 ml). The reaction mixture was stirred for 2 hours. Water (500 ml) was added and the resulting mixture extracted with ethyl acetate (200 ml and 100 ml). The ethyl acetate extracts were combined, washed with water (800 ml), dried (MgSO4) and evaporated to give 4-methylsulphonylphenol (11.54 g) as a colourless oil whi... Conditions: time 2 hour. Starting materials: C(C1=CC=CC=C1)OC1=C(C=C2C(=NC=NC2=C1)Cl)OC (7-benzyloxy-4-chloro-6-methoxyquinazoline), NC=1C=C2C=C(NC2=CC1)C (5-amino-2-methylindole). Product: Cl.C(C1=CC=CC=C1)OC1=C(C=C2C(=NC=NC2=C1)NC=1C=C2C=C(NC2=CC1)C)OC (7-benzyloxy-6-methoxy-4-(2-methylindol-5-ylamino)quinazoline hydrochloride). Isolated yield 98.3%. Reaction SMILES: [CH2:1]([O:8][C:9]1[CH:18]=[C:17]2[C:12]([C:13]([Cl:19])=[N:14][CH:15]=[N:16]2)=[CH:11][C:10]=1[O:20][CH3:21])[C:2]1[CH:7]=[CH:6][CH:5]=[CH:4][CH:3]=1.[NH2:22][C:23]1[CH:24]=[C:25]2[C:29](=[CH:30][CH:31]=1)[NH:28][C:27]([CH3:32])=[CH:26]2>>[ClH:19].[CH2:1]([O:8][C:9]1[CH:18]=[C:17]2[C:12]([C:13]([NH:22][C:23]3[CH:24]=[C:25]4[C:29](=[CH:30][CH:31]=3)[NH:28][C:27]([CH3:32])=[CH:26]4)=[N:14][CH:15]=[N:16]2)=[CH:11][C:10]=1[O:20][CH3:21])[C:2]1[CH:7]=[CH:6][CH:5]=[CH:4][CH:3]=1 |f:2.3|. Reported procedure: Using an analogous procedure to that described for the synthesis of the starting material in Example 201, 7-benzyloxy-4-chloro-6-methoxyquinazoline (2 g, 6.6 mmol), (prepared as described for the starting material in Example 1), was reacted with 5-amino-2-methylindole (1.07 g, 7.3 mmol) to give 7-benzyloxy-6-methoxy-4-(2-methylindol-5-ylamino)quinazoline hydrochloride (2.9 g, quanti). The reactants are CS(=O)(=O)Cl (Methanesulphonyl chloride), ClC=1C=C(CN2C(=CC3=CC=CC=C23)C(=O)O)C=CC1Cl (N-(3,4-dichlorobenzyl)indole-2-carboxylic acid), N1=CC=CC=C1 (pyridine). Reaction conditions: temperature 0 celsius, time 2 hour. The product is ClC=1C=C(CN2C(=CC3=CC=CC=C23)C#N)C=CC1Cl (N-(3,4-dichlorobenzyl)-2-cyanoindole). Yield: 27.0%. As a reaction SMILES: CS(Cl)(=O)=O.[Cl:6][C:7]1[CH:8]=[C:9]([CH:23]=[CH:24][C:25]=1[Cl:26])[CH2:10][N:11]1[C:19]2[C:14](=[CH:15][CH:16]=[CH:17][CH:18]=2)[CH:13]=[C:12]1[C:20](O)=O.[N:27]1C=CC=CC=1>>[Cl:6][C:7]1[CH:8]=[C:9]([CH:23]=[CH:24][C:25]=1[Cl:26])[CH2:10][N:11]1[C:19]2[C:14](=[CH:15][CH:16]=[CH:17][CH:18]=2)[CH:13]=[C:12]1[C:20]#[N:27]. Reported procedure: Methanesulphonyl chloride (1 ml) added to a solution of N-(3,4-dichlorobenzyl)indole-2-carboxylic acid (0.23 g) in pyridine at 0° C., and reaction stirred for 2 hours. Ammonia gas was then bubbled through the reaction mixture for 15 mins and then concentrated in vacuo. The residue was dissolved in fresh pyridine, cooled to 0° C. and methanesulphonyl chloride (1 ml) added dropwise. The reaction was stirred for 16 hours, then concentrated in vacuo and residue partitioned between 1N HCl and dichlor... Reactants: O=C(O)c1cc(Br)ncc1Nc1ccc(I)cc1F, O=C(n1ccnc1)n1ccnc1, CC1(C)OCC(CON)O1, CN(C)C=O, O. The product is CC1(C)OCC(CONC(=O)c2cc(Br)ncc2Nc2ccc(I)cc2F)O1. As a reaction SMILES: [Br:1][c:2]1[cH:3][c:4]([C:5](=[O:6])[OH:7])[c:8]([NH:11][c:12]2[c:13]([F:19])[cH:14][c:15]([I:18])[cH:16][cH:17]2)[cH:9][n:10]1.[C:20]([n:21]1[cH:22][cH:23][n:24][cH:25]1)([n:26]1[cH:27][cH:28][n:29][cH:30]1)=[O:31].[CH3:32][C:33]1([CH3:41])[O:34][CH2:35][CH:36]([CH2:38][O:39][NH2:40])[O:37]1.[O:43]=[CH:44][N:45]([CH3:46])[CH3:47].[OH2:42]>>[Br:1][c:2]1[cH:3][c:4]([C:5](=[O:7])[NH:40][O:39][CH2:38][CH:36]2[CH2:35][O:34][C:33]([CH3:32])([CH3:41])[O:37]2)[c:8]([NH:11][c:12]2[c:13]([F:19])[cH:14][c:15]([I:18])[cH:16][cH:17]2)[cH:9][n:10]1.